This data is from the Open Reaction Database (ORD), a public repository of structured organic reaction records. The task is: describe an organic reaction: reactants, conditions, products, and yield Reactants: [BH4-].[Na+] (sodium borohydride), BrCC1=CC(=NO1)CCCCCCCCCCCC (5-(bromomethyl)-3-dodecylisoxazole), Cl (HCl). Solvent: CS(=O)C (dimethylsulfoxide). Run at time 3 day. The product is C(CCCCCCCCCCC)C1=NOC(=C1)C (3-Dodecyl-5-methylisoxazole). As a reaction SMILES: Br[CH2:2][C:3]1[O:7][N:6]=[C:5]([CH2:8][CH2:9][CH2:10][CH2:11][CH2:12][CH2:13][CH2:14][CH2:15][CH2:16][CH2:17][CH2:18][CH3:19])[CH:4]=1.[BH4-].[Na+].Cl>CS(C)=O>[CH2:8]([C:5]1[CH:4]=[C:3]([CH3:2])[O:7][N:6]=1)[CH2:9][CH2:10][CH2:11][CH2:12][CH2:13][CH2:14][CH2:15][CH2:16][CH2:17][CH2:18][CH3:19] |f:1.2|. Procedure: A suspension of 5-(bromomethyl)-3-dodecylisoxazole (9.99 g, 0.0302 mol) in dimethylsulfoxide (100 mL) was warmed to give a cloudy solution and allowed to cool. When the temperature reached +35° C., sodium borohydride (1.2 g, 0.032 mol) was added in one portion, and the mixture was stirred for 3 days under nitrogen at room temperature. The mixture was poured into 0.1M HCl (900 mL) and extracted with ether. The organic layer was washed (saturated NaCl), dried (MgSO4), and rotoevaporated. The resid... Reactants: CC(=O)Nc1ccc(C(=O)O)cc1C, O=[N+]([O-])O, O=S(=O)(O)O. The product is CC(=O)Nc1c(C)cc(C(=O)O)cc1[N+](=O)[O-]. RXN SMILES: [C:5]([CH3:6])(=[O:7])[NH:8][c:9]1[c:10]([CH3:18])[cH:11][c:12]([C:13](=[O:14])[OH:15])[cH:16][cH:17]1.[OH:1][N+:2]([O-:3])=[O:4].[S:19](=[O:20])(=[O:21])([OH:22])[OH:23]>>[O-:1][N+:2](=[O:4])[c:17]1[c:9]([NH:8][C:5]([CH3:6])=[O:7])[c:10]([CH3:18])[cH:11][c:12]([C:13](=[O:14])[OH:15])[cH:16]1. Starting materials: COC1(OC)CCNC1, O=C(O)c1cn(C2CC2)c2cc(Cl)c(F)cc2c1=O. Product: COC1(OC)CCN(c2cc3c(cc2F)c(=O)c(C(=O)O)cn3C2CC2)C1. Reaction SMILES: [CH3:1][O:2][C:3]1([O:8][CH3:9])[CH2:4][NH:5][CH2:6][CH2:7]1.[Cl:10][c:11]1[c:12]([F:28])[cH:13][c:14]2[c:15](=[O:27])[c:16]([C:24](=[O:25])[OH:26])[cH:17][n:18]([CH:21]3[CH2:22][CH2:23]3)[c:19]2[cH:20]1>>[CH3:1][O:2][C:3]1([O:8][CH3:9])[CH2:4][N:5]([c:11]2[c:12]([F:28])[cH:13][c:14]3[c:15](=[O:27])[c:16]([C:24](=[O:25])[OH:26])[cH:17][n:18]([CH:21]4[CH2:22][CH2:23]4)[c:19]3[cH:20]2)[CH2:6][CH2:7]1. Product: Cc1cccc(-c2sc(C(=O)O)c(C(C)C)c2NC(=O)C2CCC(C)CC2)c1. RXN SMILES: [CH2:33]1[O:34][CH2:35][CH2:36][CH2:37]1.[CH3:1][O:2][C:3](=[O:4])[c:5]1[s:6][c:7](-[c:23]2[cH:24][c:25]([CH3:29])[cH:26][cH:27][cH:28]2)[c:8]([NH:13][C:14](=[O:15])[CH:16]2[CH2:17][CH2:18][CH:19]([CH3:22])[CH2:20][CH2:21]2)[c:9]1[CH:10]([CH3:11])[CH3:12].[CH3:38][OH:39].[Li+:31].[OH-:30].[OH2:32].[OH2:40]>>[O:2]=[C:3]([OH:4])[c:5]1[s:6][c:7](-[c:23]2[cH:24][c:25]([CH3:29])[cH:26][cH:27][cH:28]2)[c:8]([NH:13][C:14](=[O:15])[CH:16]2[CH2:17][CH2:18][CH:19]([CH3:22])[CH2:20][CH2:21]2)[c:9]1[CH:10]([CH3:11])[CH3:12]. The reactants are C1CCOC1, COC(=O)c1sc(-c2cccc(C)c2)c(NC(=O)C2CCC(C)CC2)c1C(C)C, CO, [Li+], [OH-], O, O. Reactants: CNC(=O)C(CC(C)C)NC(=O)c1nc(Br)n2c1CN(C)CCC2, O=C([O-])[O-], OB(O)c1ccc(Cl)cc1F, [K+], [K+], C1COCCO1, O, [Pd], [Pd], c1ccc(P(c2ccccc2)c2ccccc2)cc1, c1ccc(P(c2ccccc2)c2ccccc2)cc1, c1ccc(P(c2ccccc2)c2ccccc2)cc1, c1ccc(P(c2ccccc2)c2ccccc2)cc1. The product is CNC(=O)C(CC(C)C)NC(=O)c1nc(-c2ccc(Cl)cc2F)n2c1CN(C)CCC2. As a reaction SMILES: [Br:1][c:2]1[n:3][c:4]([C:13](=[O:14])[NH:15][CH:16]([C:17](=[O:18])[NH:19][CH3:20])[CH2:21][CH:22]([CH3:23])[CH3:24])[c:5]2[n:6]1[CH2:7][CH2:8][CH2:9][N:10]([CH3:12])[CH2:11]2.[C:25](=[O:26])([O-:27])[O-:28].[F:31][c:32]1[c:33]([B:39]([OH:40])[OH:41])[cH:34][cH:35][c:36]([Cl:38])[cH:37]1.[K+:29].[K+:30].[O:42]1[CH2:43][CH2:44][O:45][CH2:46][CH2:47]1.[OH2:48].[Pd:125].[Pd:126].[c:106]1([P:107]([c:108]2[cH:109][cH:110][cH:111][cH:112][cH:113]2)[c:114]2[cH:115][cH:116][cH:117][cH:118][cH:119]2)[cH:120][cH:121][cH:122][cH:123][cH:124]1.[c:49]1([P:50]([c:51]2[cH:52][cH:53][cH:54][cH:55][cH:56]2)[c:57]2[cH:58][cH:59][cH:60][cH:61][cH:62]2)[cH:63][cH:64][cH:65][cH:66][cH:67]1.[c:68]1([P:69]([c:70]2[cH:71][cH:72][cH:73][cH:74][cH:75]2)[c:76]2[cH:77][cH:78][cH:79][cH:80][cH:81]2)[cH:82][cH:83][cH:84][cH:85][cH:86]1.[c:87]1([P:88]([c:89]2[cH:90][cH:91][cH:92][cH:93][cH:94]2)[c:95]2[cH:96][cH:97][cH:98][cH:99][cH:100]2)[cH:101][cH:102][cH:103][cH:104][cH:105]1>>[c:2]1(-[c:33]2[c:32]([F:31])[cH:37][c:36]([Cl:38])[cH:35][cH:34]2)[n:3][c:4]([C:13](=[O:14])[NH:15][CH:16]([C:17](=[O:18])[NH:19][CH3:20])[CH2:21][CH:22]([CH3:23])[CH3:24])[c:5]2[n:6]1[CH2:7][CH2:8][CH2:9][N:10]([CH3:12])[CH2:11]2. The reactants are C=O, Cl, NC(=O)NN=CCCCOc1cccc(CN2CCCCC2)c1, [Na+], [Na+], O=C([O-])[O-], O. The product is O=CCCCOc1cccc(CN2CCCCC2)c1. Reaction SMILES: [CH2:24]=[O:25].[ClH:32].[N:1]1([CH2:7][c:8]2[cH:9][c:10]([O:11][CH2:12][CH2:13][CH2:14][CH:15]=[N:16][NH:17][C:18](=[O:19])[NH2:20])[cH:21][cH:22][cH:23]2)[CH2:2][CH2:3][CH2:4][CH2:5][CH2:6]1.[Na+:26].[Na+:27].[O-:28][C:29](=[O:30])[O-:31].[OH2:33]>>[N:1]1([CH2:7][c:8]2[cH:9][c:10]([O:11][CH2:12][CH2:13][CH2:14][CH:15]=[O:28])[cH:21][cH:22][cH:23]2)[CH2:2][CH2:3][CH2:4][CH2:5][CH2:6]1. Product: CCOC(=O)C(N=C(c1ccccc1)c1cc(Cl)ccc1OC(=O)c1ccccc1)C(=O)OCC. As a reaction SMILES: [C:28]([c:29]1[cH:30][cH:31][cH:32][cH:33][cH:34]1)(=[O:35])[Cl:36].[CH2:1]([CH3:2])[O:3][C:4]([CH:5]([C:6](=[O:7])[O:8][CH2:9][CH3:10])[N:11]=[C:12]([c:13]1[c:14]([OH:20])[cH:15][cH:16][c:17]([Cl:19])[cH:18]1)[c:21]1[cH:22][cH:23][cH:24][cH:25][cH:26]1)=[O:27].[cH:37]1[cH:38][cH:39][n:40][cH:41][cH:42]1>>[CH2:1]([CH3:2])[O:3][C:4]([CH:5]([C:6](=[O:7])[O:8][CH2:9][CH3:10])[N:11]=[C:12]([c:13]1[c:14]([O:20][C:28]([c:29]2[cH:30][cH:31][cH:32][cH:33][cH:34]2)=[O:35])[cH:15][cH:16][c:17]([Cl:19])[cH:18]1)[c:21]1[cH:22][cH:23][cH:24][cH:25][cH:26]1)=[O:27]. The reactants are O=C(Cl)c1ccccc1, CCOC(=O)C(N=C(c1ccccc1)c1cc(Cl)ccc1O)C(=O)OCC, c1ccncc1.